This data is from the Open Reaction Database (ORD), a public repository of structured organic reaction records. The task is: describe an organic reaction: reactants, conditions, products, and yield Reactants: CCOC(C)=O, O=S(=O)(c1ccc(C(CC2CCC3(C2)OC(c2ccccc2)C(c2ccccc2)O3)c2ccc(-c3ccccn3)[nH]2)cc1)C1CC1, Cl, C1CCOC1. Yields the product O=C1CCC(CC(c2ccc(S(=O)(=O)C3CC3)cc2)c2ccc(-c3ccccn3)[nH]2)C1. Reaction SMILES: [CH3:53][CH2:54][O:55][C:56](=[O:57])[CH3:58].[CH:1]1([S:4](=[O:5])(=[O:6])[c:7]2[cH:8][cH:9][c:10]([CH:13]([CH2:14][CH:15]3[CH2:16][C:17]4([O:18][CH:27]([c:28]5[cH:29][cH:30][cH:31][cH:32][cH:33]5)[CH:20]([c:21]5[cH:22][cH:23][cH:24][cH:25][cH:26]5)[O:19]4)[CH2:34][CH2:35]3)[c:36]3[cH:37][cH:38][c:39](-[c:41]4[n:42][cH:43][cH:44][cH:45][cH:46]4)[nH:40]3)[cH:11][cH:12]2)[CH2:2][CH2:3]1.[ClH:47].[O:48]1[CH2:49][CH2:50][CH2:51][CH2:52]1>>[CH:1]1([S:4](=[O:5])(=[O:6])[c:7]2[cH:8][cH:9][c:10]([CH:13]([CH2:14][CH:15]3[CH2:16][C:17](=[O:18])[CH2:34][CH2:35]3)[c:36]3[cH:37][cH:38][c:39](-[c:41]4[n:42][cH:43][cH:44][cH:45][cH:46]4)[nH:40]3)[cH:11][cH:12]2)[CH2:2][CH2:3]1. Reactants: C(C(=O)Cl)(=O)Cl (Oxalyl chloride), C(=O)=O (CO2), Cl.CN(C)CCCCCC(=O)O (6-(N,N-Dimethylamino)hexanoic acidhydrochloride), Cl (HCl). Reaction conditions: temperature 30 celsius. The product is Cl.CN(C)CCCCCC(=O)Cl (6-(N,N-Dimethylamino)hexanoyl Chloridehydrochloride). Reaction SMILES: C(Cl)(=O)C([Cl:4])=O.[ClH:7].[CH3:8][N:9]([CH2:11][CH2:12][CH2:13][CH2:14][CH2:15][C:16](O)=[O:17])[CH3:10].Cl.C(=O)=O>>[ClH:4].[CH3:8][N:9]([CH2:11][CH2:12][CH2:13][CH2:14][CH2:15][C:16]([Cl:7])=[O:17])[CH3:10] |f:1.2,5.6|. Procedure details: Oxalyl chloride (3367.33 g, 26.53 mol) is placed in a 5000 mL three-necked round-bottomed flask equipped with a reflux condenser, internal thermometer, mechanical stirrer, and argon inlet. 6-(N,N-Dimethylamino)hexanoic acidhydrochloride (1146.00 g, 5.86 mol) is added over 3 h while maintaining the reaction temperature between 25-35 ° C. As reaction takes place, HCl, CO2, and CO are swept away from the mixture with argon. After addition is complete, the mixture is cooled to room temperature over ... The reactants are COc1cnc(OC)c2[nH]ccc12, Cl, O. The product is COc1cnc(O)c2[nH]ccc12. RXN SMILES: [CH3:2][O:3][c:4]1[c:5]2[c:6]([c:7]([O:10][CH3:11])[n:8][cH:9]1)[nH:12][cH:13][cH:14]2.[ClH:1].[OH2:15]>>[CH3:2][O:3][c:4]1[c:5]2[c:6]([c:7]([OH:10])[n:8][cH:9]1)[nH:12][cH:13][cH:14]2. Starting materials: O=C(NC1CCN(C(=O)CBr)C1)c1ccc(Cl)s1, CCCC[N+](CCCC)(CCCC)CCCC, [I-], Nc1ccc(-n2ccccc2=O)cc1, CN(C)C=O. Product: O=C(NC1CCN(C(=O)CNc2ccc(-n3ccccc3=O)cc2)C1)c1ccc(Cl)s1. As a reaction SMILES: [Br:1][CH2:2][C:3](=[O:4])[N:5]1[CH2:6][CH:7]([NH:10][C:11](=[O:12])[c:13]2[s:14][c:15]([Cl:18])[cH:16][cH:17]2)[CH2:8][CH2:9]1.[CH2:39]([N+:40]([CH2:41][CH2:42][CH2:43][CH3:44])([CH2:45][CH2:46][CH2:47][CH3:48])[CH2:49][CH2:50][CH2:51][CH3:52])[CH2:53][CH2:54][CH3:55].[I-:38].[NH2:19][c:20]1[cH:21][cH:22][c:23](-[n:26]2[c:27](=[O:32])[cH:28][cH:29][cH:30][cH:31]2)[cH:24][cH:25]1.[O:33]=[CH:34][N:35]([CH3:36])[CH3:37]>>[CH2:2]([C:3](=[O:4])[N:5]1[CH2:6][CH:7]([NH:10][C:11](=[O:12])[c:13]2[s:14][c:15]([Cl:18])[cH:16][cH:17]2)[CH2:8][CH2:9]1)[NH:19][c:20]1[cH:21][cH:22][c:23](-[n:26]2[c:27](=[O:32])[cH:28][cH:29][cH:30][cH:31]2)[cH:24][cH:25]1. The reactants are above compound, CC1(CC(NC2=CC(=C(C=C12)NC(C1=CC=C(C=C1)OC)=O)[N+](=O)[O-])=O)C (4,4-dimethyl-6-(4-methoxybenzoylamino)-7-nitro- 1,2,3,4-tetrahydroquinolin-2-one), COC1=CC=C(C(=O)Cl)C=C1 (4-methoxybenzoyl chloride), Cl (hydrochloric acid). Run in N1=CC=CC=C1 (pyridine). Conditions: time 2 hour. The product is CC1(CC(NC=2C=C3C(=CC12)NC(=N3)C3=CC=C(C=C3)OC)=O)C (8,8-Dimethyl-2-(4-methoxyphenyl)-5,6,7,8-tetrahydro-1H-imidazo[4,5-g]quinolin-6-one). RXN SMILES: COC1C=CC(C(Cl)=O)=CC=1.Cl.[CH3:13][C:14]1([CH3:39])[C:23]2[C:18](=[CH:19][C:20]([N+:35]([O-])=O)=[C:21]([NH:24][C:25](=O)[C:26]3[CH:31]=[CH:30][C:29]([O:32][CH3:33])=[CH:28][CH:27]=3)[CH:22]=2)[NH:17][C:16](=[O:38])[CH2:15]1>N1C=CC=CC=1>[CH3:13][C:14]1([CH3:39])[C:23]2[CH:22]=[C:21]3[NH:24][C:25]([C:26]4[CH:31]=[CH:30][C:29]([O:32][CH3:33])=[CH:28][CH:27]=4)=[N:35][C:20]3=[CH:19][C:18]=2[NH:17][C:16](=[O:38])[CH2:15]1. Reported procedure: 4.7 g. (20 mmole) of the above compound were mixed in 50 ml. pyridine, while cooling with ice, with 3.7 g. (22 mmole) 4-methoxybenzoyl chloride. After 2 hours at 25° C., the reaction mixture was poured on to ice, acidified with 2N hydrochloric acid, extracted with methylene chloride, dried and evaporated to give 6.9 g. (93% of theory) 4,4-dimethyl-6-(4-methoxybenzoylamino)-7-nitro- 1,2,3,4-tetrahydroquinolin-2-one; m.p. 288°-290° C. The reactants are ClCCl, Cc1ccc(C(O)C#CC2(O)CCCCC2)cc1. Product: Cc1ccc(C(=O)C#CC2(O)CCCCC2)cc1. RXN SMILES: [Cl:19][CH2:20][Cl:21].[OH:1][CH:2]([C:3]#[C:4][C:5]1([OH:11])[CH2:6][CH2:7][CH2:8][CH2:9][CH2:10]1)[c:12]1[cH:13][cH:14][c:15]([CH3:18])[cH:16][cH:17]1>>[O:1]=[C:2]([C:3]#[C:4][C:5]1([OH:11])[CH2:6][CH2:7][CH2:8][CH2:9][CH2:10]1)[c:12]1[cH:13][cH:14][c:15]([CH3:18])[cH:16][cH:17]1. Reactants: CC(C)(C)[O-], COS(=O)(=O)OC, CN(C)C=O, Nc1cc(Cl)ccc1[N+](=O)[O-], [K+]. Product: CNc1cc(Cl)ccc1[N+](=O)[O-]. As a reaction SMILES: [CH3:12][C:13]([CH3:14])([O-:15])[CH3:16].[CH3:18][O:19][S:20]([O:21][CH3:22])(=[O:23])=[O:24].[CH3:25][N:26]([CH3:27])[CH:28]=[O:29].[Cl:1][c:2]1[cH:3][cH:4][c:5]([N+:9](=[O:10])[O-:11])[c:6]([NH2:7])[cH:8]1.[K+:17]>>[Cl:1][c:2]1[cH:3][cH:4][c:5]([N+:9](=[O:10])[O-:11])[c:6]([NH:7][CH3:12])[cH:8]1.